From a dataset of the Open Reaction Database (ORD), a public repository of structured organic reaction records. describe an organic reaction: reactants, conditions, products, and yield The reactants are CI, [H-], [Na+], CC(C)(C)OC(=O)N1C(CCC2(O)CCCC2)COC1(C)C. Yields the product COC1(CCC2COC(C)(C)N2C(=O)OC(C)(C)C)CCCC1. RXN SMILES: [CH3:25][I:26].[H-:24].[Na+:23].[OH:1][C:2]1([CH2:7][CH2:8][CH:9]2[N:10]([C:16](=[O:17])[O:18][C:19]([CH3:20])([CH3:21])[CH3:22])[C:11]([CH3:14])([CH3:15])[O:12][CH2:13]2)[CH2:3][CH2:4][CH2:5][CH2:6]1>>[O:1]([C:2]1([CH2:7][CH2:8][CH:9]2[N:10]([C:16](=[O:17])[O:18][C:19]([CH3:20])([CH3:21])[CH3:22])[C:11]([CH3:14])([CH3:15])[O:12][CH2:13]2)[CH2:3][CH2:4][CH2:5][CH2:6]1)[CH3:25]. Reactants: CCI, CI, FC(F)(F)c1c[nH]c(-c2ccccc2)n1. The product is CCn1cc(C(F)(F)F)nc1-c1ccccc1. As a reaction SMILES: [CH2:1]([CH3:2])[I:3].[CH3:19][I:20].[c:4]1(-[c:10]2[nH:11][cH:12][c:13]([C:15]([F:16])([F:17])[F:18])[n:14]2)[cH:5][cH:6][cH:7][cH:8][cH:9]1>>[CH2:1]([CH3:2])[n:11]1[c:10](-[c:4]2[cH:5][cH:6][cH:7][cH:8][cH:9]2)[n:14][c:13]([C:15]([F:16])([F:17])[F:18])[cH:12]1. The reactants are NC1=NOC(=C1Br)C(C)(C)C (3-Amino-4-bromo-5-tert-butylisoxazole), C1(=CC=CC=C1)S(=O)(=O)Cl (Benzenesulfonyl chloride). The reagents and catalysts are CN(C1=CC=NC=C1)C (4-dimethylamino-pyridine). Run in N1=CC=CC=C1 (pyridine), ClCCl (dichloromethane). Run at temperature 50 celsius, time 6 hour. Product: BrC=1C(=NOC1C(C)(C)C)NS(=O)(=O)C1=CC=CC=C1 (N-(4-Bromo-5-tert-butyl-3-isoxazolyl)benzenesulfonamide). RXN SMILES: [NH2:1][C:2]1[C:6]([Br:7])=[C:5]([C:8]([CH3:11])([CH3:10])[CH3:9])[O:4][N:3]=1.[C:12]1([S:18](Cl)(=[O:20])=[O:19])[CH:17]=[CH:16][CH:15]=[CH:14][CH:13]=1>N1C=CC=CC=1.CN(C)C1C=CN=CC=1.ClCCl>[Br:7][C:6]1[C:2]([NH:1][S:18]([C:12]2[CH:17]=[CH:16][CH:15]=[CH:14][CH:13]=2)(=[O:20])=[O:19])=[N:3][O:4][C:5]=1[C:8]([CH3:11])([CH3:10])[CH3:9]. Procedure details: 3-Amino-4-bromo-5-tert-butylisoxazole (219 mg, 1.0 mmol) was dissolved in dry pyridine (1 ml). Benzenesulfonyl chloride (0.14 ml, 1.1 mmol) and 4-dimethylamino-pyridine (5 mg) were added and the solution was stirred at 50° C. for 6 h. The reaction mixture was diluted with dichloromethane (75 ml), washed with 1N HCl (50 ml) and dried over anhydrous magnesium sulfate. The solvent was removed under reduced pressure to yield a crude product, which was purified by column chromatography (9:1 hexanes/e... Starting materials: C(C)(=O)S[C@@H]1[C@@H](C(N1S(=O)(=O)[O-])=O)NC(C(=NOC)C=1N=C(SC1)NC(CCl)=O)=O.[Na+] (sodium (3R,4R)-4-acetylthio-3-[2-(2-chloroacetamidothiazol-4-yl)-2-methoxyiminoacetamido]-2-oxoazetidine-1-sulfonate), C(N)(SC)=S.[Na] (sodium monomethyl dithiocarbamate). Run in O (water). Conditions: time 3 hour. Yields the product C(C)(=O)S[C@@H]1[C@@H](C(N1S(=O)(=O)[O-])=O)NC(C(=NOC)C=1N=C(SC1)NC(CN)=O)=O.[Na+] (sodium (3R,4R)-4-acetylthio-3-[2-(2-aminoacetamidothiazol-4-yl)-2-methoxyiminoacetamido]-2-oxoazetidine-1-sulfonate). Yield: 16.6%. As a reaction SMILES: [C:1]([S:4][C@H:5]1[N:8]([S:9]([O-:12])(=[O:11])=[O:10])[C:7](=[O:13])[C@H:6]1[NH:14][C:15](=[O:30])[C:16]([C:20]1[N:21]=[C:22]([NH:25][C:26](=[O:29])[CH2:27]Cl)[S:23][CH:24]=1)=[N:17][O:18][CH3:19])(=[O:3])[CH3:2].[Na+:31].C(=S)(SC)[NH2:33].[Na]>O>[C:1]([S:4][C@H:5]1[N:8]([S:9]([O-:12])(=[O:11])=[O:10])[C:7](=[O:13])[C@H:6]1[NH:14][C:15](=[O:30])[C:16]([C:20]1[N:21]=[C:22]([NH:25][C:26](=[O:29])[CH2:27][NH2:33])[S:23][CH:24]=1)=[N:17][O:18][CH3:19])(=[O:3])[CH3:2].[Na+:31] |f:0.1,2.3,5.6,^1:36|. Reported procedure: To a solution of 0.10 g of sodium (3R,4R)-4-acetylthio-3-[2-(2-chloroacetamidothiazol-4-yl)-2-methoxyiminoacetamido]-2-oxoazetidine-1-sulfonate in 5 ml of water is added under ice-cooling 0.030 g of sodium monomethyl dithiocarbamate, and the mixture is stirred for 3 hours at room temperature. The same procedure as Example 3B yields 0.016 g of sodium (3R,4R)-4-acetylthio-3-[2-(2-aminoacetamidothiazol-4-yl)-2-methoxyiminoacetamido]-2-oxoazetidine-1-sulfonate.